describe an organic reaction: reactants, conditions, products, and yield From a dataset of the Open Reaction Database (ORD), a public repository of structured organic reaction records. The reactants are BrC1=CC=2N(C3=CC(=CC=C3C2C=C1)Br)CCCCCCCC (2,7-dibromo-9-octyl-9H-carbazole), C1=C(C=CC=2C3=CC=CC=C3NC12)B1OC(C)(C)C(C)(C)O1 (9H-carbazole-2-boronic acid pinacol ester), C(=O)([O-])[O-].[K+].[K+] (K2CO3). The reagents and catalysts are [Cl-].C(C1=CC=CC=C1)[N+](CC)(CC)CC (benzyltriethylammonium chloride). Solvent: C1(=CC=CC=C1)C (toluene). Yields the product C1=CC=CC=2C3=CC=CC=C3NC12 (carbazole). Reaction SMILES: Br[C:2]1[CH:14]=[CH:13][C:12]2[C:11]3[C:6](=[CH:7][C:8](Br)=[CH:9][CH:10]=3)[N:5](CCCCCCCC)[C:4]=2[CH:3]=1.C1C2NC3C(=CC=CC=3)C=2C=CC=1B1OC(C)(C)C(C)(C)O1.C([O-])([O-])=O.[K+].[K+]>[Cl-].C([N+](CC)(CC)CC)C1C=CC=CC=1.C1(C)C=CC=CC=1>[CH:3]1[C:4]2[NH:5][C:6]3[C:11](=[CH:10][CH:9]=[CH:8][CH:7]=3)[C:12]=2[CH:13]=[CH:14][CH:2]=1 |f:2.3.4,5.6|. Procedure details: A solution of 2,7-dibromo-9-octyl-9H-carbazole (220 mg, 0.5 mmol), 9H-carbazole-2-boronic acid pinacol ester (880 mg, 1.5 mmol) and benzyltriethylammonium chloride (50 mg) in a mixture of toluene (20 mL) and aqueous K2CO3 (2M, 8 mL) was degassed by three freeze-pump-thaw cycles. Pd(PPh3)4 (5 mg) was added under argon and degassed by three freeze-pump-thaw again. The mixture was refluxed for 24 h and the organic phase was separated and evaporated. The product was purified by column chromatography... Starting materials: C(C)OC(=O)C=1NC2=CC=C(C=C2C1CC(=O)OCC)F (3-ethoxycarbonylmethyl-5-fluoro-1H-indole-2-carboxylic acid ethyl ester), BrCC1=CC=CC2=CC=C(C=C12)F (1-bromomethyl-7-fluoro-naphthalene). Yields the product C(C)OC(=O)C=1N(C2=CC=C(C=C2C1CC(=O)OCC)F)CC1=CC=CC2=CC=C(C=C12)F (3-ethoxycarbonylmethyl-5-fluoro-1-(7-fluoro-naphthalen-1-ylmethyl)-1H-indole-2-carboxylic acid ethyl ester). As a reaction SMILES: [CH2:1]([O:3][C:4]([C:6]1[NH:7][C:8]2[C:13]([C:14]=1[CH2:15][C:16]([O:18][CH2:19][CH3:20])=[O:17])=[CH:12][C:11]([F:21])=[CH:10][CH:9]=2)=[O:5])[CH3:2].Br[CH2:23][C:24]1[C:33]2[C:28](=[CH:29][CH:30]=[C:31]([F:34])[CH:32]=2)[CH:27]=[CH:26][CH:25]=1>>[CH2:1]([O:3][C:4]([C:6]1[N:7]([CH2:23][C:24]2[C:33]3[C:28](=[CH:29][CH:30]=[C:31]([F:34])[CH:32]=3)[CH:27]=[CH:26][CH:25]=2)[C:8]2[C:13]([C:14]=1[CH2:15][C:16]([O:18][CH2:19][CH3:20])=[O:17])=[CH:12][C:11]([F:21])=[CH:10][CH:9]=2)=[O:5])[CH3:2]. Reported procedure: Using general procedure B, 3-ethoxycarbonylmethyl-5-fluoro-1H-indole-2-carboxylic acid ethyl ester (Lit. 10) was coupled with 1-bromomethyl-7-fluoro-naphthalene (from Example 49.3.) to give 3-ethoxycarbonylmethyl-5-fluoro-1-(7-fluoro-naphthalen-1-ylmethyl)-1H-indole-2-carboxylic acid ethyl ester which was hydrolyzed as described in the general procedure B (Exp. 2.2) to give 3-carboxymethyl-5-fluoro-1-(7-fluoro-naphthalen-1-ylmethyl)-1H-indole-2-carboxylic acid as a white solid. MS: 394.1 ([M−H]−... Starting materials: C(O)([O-])=O.[Na+] (sodium hydrogen carbonate), Cl.COC1=CC=CC=2[C@H]3CCN([C@H]3CCC21)CCCCCCN2C(C=1C(C2=O)=CC=CC1)=O (rac-cis-N-[6-(1,2,3a,4,5,9b-hexahydro-6-methoxy-3H-benzo[e]indol-3-yl)hexyl]phthalimide hydrochloride), B(Br)(Br)Br (boron tribromide), Cl (HCl), [OH-].[Na+] (sodium hydroxide). The solvent is O (water), C(C)O (ethanol), C(Cl)Cl (methylene chloride), C(Cl)Cl (methylene chloride). Conditions: time 1.5 hour. Yields the product Cl.OC1=CC=CC=2[C@H]3CCN([C@H]3CCC21)CCCCCCN2C(C=1C(C2=O)=CC=CC1)=O (rac-cis-N-[6-(1,2,3a,4,5,9b-hexa-hydro-6-hydroxy- 3H-benzo[e]indol-3-yl)-hexyl]phthalimide hydrochloride). Yield: 51.1%. Reaction SMILES: [ClH:1].C[O:3][C:4]1[C:16]2[CH2:15][CH2:14][C@H:13]3[C@H:9]([CH2:10][CH2:11][N:12]3[CH2:17][CH2:18][CH2:19][CH2:20][CH2:21][CH2:22][N:23]3[C:27](=[O:28])[C:26]4=[CH:29][CH:30]=[CH:31][CH:32]=[C:25]4[C:24]3=[O:33])[C:8]=2[CH:7]=[CH:6][CH:5]=1.B(Br)(Br)Br.[OH-].[Na+].C(=O)([O-])O.[Na+].Cl>C(Cl)Cl.C(O)C.O>[ClH:1].[OH:3][C:4]1[C:16]2[CH2:15][CH2:14][C@H:13]3[C@H:9]([CH2:10][CH2:11][N:12]3[CH2:17][CH2:18][CH2:19][CH2:20][CH2:21][CH2:22][N:23]3[C:24](=[O:33])[C:25]4=[CH:32][CH:31]=[CH:30][CH:29]=[C:26]4[C:27]3=[O:28])[C:8]=2[CH:7]=[CH:6][CH:5]=1 |f:0.1,3.4,5.6,11.12|. Procedure details: A solution of 1.80 g (0.004 mol) of rac-cis-N-[6-(1,2,3a,4,5,9b-hexahydro-6-methoxy-3H-benzo[e]indol-3-yl)hexyl]phthalimide hydrochloride in 100 ml of methylene chloride was treated dropwise with a solution of 1.8 ml (0.019 mol) of boron tribromide in 10 ml of methylene chloride. The mixture was stirred at room temperature for 1.5 hours, subsequently treated dropwise with 25 ml (0.05 mol) of 2N sodium hydroxide solution while cooling with an ice bath and then poured into water, whereupon aqueous... Reactants: CC=1C=C(C(=O)Cl)C=C(C1)C (3,5-dimethylbenzoyl chloride), NC1CCN(CC1)[C@H]1C[C@@H](N(CC1)C(C1=CC(=CC(=C1)C)C)=O)CC1=CC=CC=C1 ((±)-trans-4-(4-amino-1-piperidinyl)-1-(3,5-dimethylbenzoyl)-2-(phenylmethyl)piperidine). Yields the product CC=1C=C(C(=O)N2[C@H](C[C@@H](CC2)N2CCC(CC2)NC(C2=CC(=CC(=C2)C)C)=O)CC2=CC=CC=C2)C=C(C1)C ((±)-trans-N-[1-[1-(3,5-dimethylbenzoyl)-2-(phenylmethyl)-4-piperidinyl]-4-piperidinyl]-3,5-dimethylbenzamide). RXN SMILES: [CH3:1][C:2]1[CH:3]=[C:4]([CH:8]=[C:9]([CH3:11])[CH:10]=1)[C:5](Cl)=[O:6].[NH2:12][CH:13]1[CH2:18][CH2:17][N:16]([C@@H:19]2[CH2:24][CH2:23][N:22]([C:25](=[O:34])[C:26]3[CH:31]=[C:30]([CH3:32])[CH:29]=[C:28]([CH3:33])[CH:27]=3)[C@@H:21]([CH2:35][C:36]3[CH:41]=[CH:40][CH:39]=[CH:38][CH:37]=3)[CH2:20]2)[CH2:15][CH2:14]1>>[CH3:32][C:30]1[CH:31]=[C:26]([CH:27]=[C:28]([CH3:33])[CH:29]=1)[C:25]([N:22]1[CH2:23][CH2:24][C@@H:19]([N:16]2[CH2:17][CH2:18][CH:13]([NH:12][C:5](=[O:6])[C:4]3[CH:8]=[C:9]([CH3:11])[CH:10]=[C:2]([CH3:1])[CH:3]=3)[CH2:14][CH2:15]2)[CH2:20][C@@H:21]1[CH2:35][C:36]1[CH:37]=[CH:38][CH:39]=[CH:40][CH:41]=1)=[O:34]. Procedure: Using the same reaction procedure as described in example B6, 3,5-dimethylbenzoyl chloride was reacted with compound 22 to form (±)-trans-N-[1-[1-(3,5-dimethylbenzoyl)-2-(phenylmethyl)-4-piperidinyl]-4-piperidinyl]-3,5-dimethylbenzamide (compound 21, mp. 120.1° C.). Reactants: CC1=CC=C(C=C1)S(=O)(=O)OC1=CC=2CCCC(C2C=C1)=O (5-oxo-5,6,7,8-tetrahydronaphthalen-2-yl 4-methylbenzene-1-sulfonate), FC1=CC=C(C=C1)S (4-fluorothiophenol), CCN(C(C)C)C(C)C (DIEA). RXN SMILES: CC1C=CC(S(O[C:12]2[CH:21]=[CH:20][C:19]3[C:18](=[O:22])[CH2:17][CH2:16][CH2:15][C:14]=3[CH:13]=2)(=O)=O)=CC=1.[F:23][C:24]1[CH:29]=[CH:28][C:27]([SH:30])=[CH:26][CH:25]=1.CCN(C(C)C)C(C)C>O1CCOCC1.C1C=CC(/C=C/C(/C=C/C2C=CC=CC=2)=O)=CC=1.C1C=CC(/C=C/C(/C=C/C2C=CC=CC=2)=O)=CC=1.C1C=CC(/C=C/C(/C=C/C2C=CC=CC=2)=O)=CC=1.[Pd].[Pd].CC1(C)C2C(=C(P(C3C=CC=CC=3)C3C=CC=CC=3)C=CC=2)OC2C(P(C3C=CC=CC=3)C3C=CC=CC=3)=CC=CC1=2>[F:23][C:24]1[CH:29]=[CH:28][C:27]([S:30][C:12]2[CH:13]=[C:14]3[C:19](=[CH:20][CH:21]=2)[C:18](=[O:22])[CH2:17][CH2:16][CH2:15]3)=[CH:26][CH:25]=1 |f:4.5.6.7.8|. Isolated yield 77.8%. The reagents and catalysts are C=1C=CC(=CC1)/C=C/C(=O)/C=C/C2=CC=CC=C2.C=1C=CC(=CC1)/C=C/C(=O)/C=C/C2=CC=CC=C2.C=1C=CC(=CC1)/C=C/C(=O)/C=C/C2=CC=CC=C2.[Pd].[Pd] (Pd2(dba)3), CC1(C2=C(C(=CC=C2)P(C3=CC=CC=C3)C4=CC=CC=C4)OC5=C(C=CC=C51)P(C6=CC=CC=C6)C7=CC=CC=C7)C (Xantphos). Procedure details: To a solution of 5-oxo-5,6,7,8-tetrahydronaphthalen-2-yl 4-methylbenzene-1-sulfonate (5.0 g, 17.0 mmol) in dioxane (75 mL) was added 4-fluorothiophenol (2.6 g, 20.4 mmol), Pd2(dba)3 (392 mg, 0.43 mmol), Xantphos (492 mg, 0.85 mmol) and DIEA (4.4 g, 34.0 mmol). The mixture was heated to reflux overnight under nitrogen. The mixture was filtered and concentrated. The residue was purified by silica gel chromatography (PE:EtOAc=20:1 to 5:1) to give 3.6 g (77%) of the title compound as an off-white so... Solvent: O1CCOCC1 (dioxane). Product: FC1=CC=C(C=C1)SC=1C=C2CCCC(C2=CC1)=O (6-[(4-fluorophenyl)sulfanyl]-1,2,3,4-tetrahydronaphthalen-1-one). The reactants are O=C(O)C1CC1Br, [Cl-], Nc1ccc(C2=NNC(=O)CC2)cc1, C1CCOC1. The product is O=C1CCC(c2ccc(NC(=O)C3CC3Br)cc2)=NN1. Reaction SMILES: [Br:16][CH:17]1[CH:18]([C:20](=[O:21])[OH:22])[CH2:19]1.[Cl-:15].[NH2:1][c:2]1[cH:3][cH:4][c:5]([C:8]2=[N:13][NH:12][C:11](=[O:14])[CH2:10][CH2:9]2)[cH:6][cH:7]1.[O:23]1[CH2:24][CH2:25][CH2:26][CH2:27]1>>[NH:1]([c:2]1[cH:3][cH:4][c:5]([C:8]2=[N:13][NH:12][C:11](=[O:14])[CH2:10][CH2:9]2)[cH:6][cH:7]1)[C:20]([CH:18]1[CH:17]([Br:16])[CH2:19]1)=[O:21]. Starting materials: Cl.COC=1C=CC(=C(C1)N)OC=1C=C2CCC(OC2=CC1)C1=CC=CC=C1 (5-methoxy-2-(2-phenylchroman-6-yloxy)phenylamine hydrochloride), COC1=CC(=C(OC2=CC=C3CC(COC3=C2)C2=CC=CC=C2)C=C1)[N+](=O)[O-] (7-(4-methoxy-2-nitrophenoxy)-3-phenylchroman). Product: Cl.COC=1C=CC(=C(C1)N)OC1=CC=C2CC(COC2=C1)C1=CC=CC=C1 (5-Methoxy-2-(3-phenylchroman-7-yloxy)phenylamine hydrochloride). Reaction SMILES: [ClH:1].COC1C=CC(OC2C=C3C(=CC=2)OC(C2C=CC=CC=2)CC3)=C(N)C=1.[CH3:28][O:29][C:30]1[CH:52]=[CH:51][C:33]([O:34][C:35]2[CH:44]=[C:43]3[C:38]([CH2:39][CH:40]([C:45]4[CH:50]=[CH:49][CH:48]=[CH:47][CH:46]=4)[CH2:41][O:42]3)=[CH:37][CH:36]=2)=[C:32]([N+:53]([O-])=O)[CH:31]=1>>[ClH:1].[CH3:28][O:29][C:30]1[CH:52]=[CH:51][C:33]([O:34][C:35]2[CH:44]=[C:43]3[C:38]([CH2:39][CH:40]([C:45]4[CH:50]=[CH:49][CH:48]=[CH:47][CH:46]=4)[CH2:41][O:42]3)=[CH:37][CH:36]=2)=[C:32]([NH2:53])[CH:31]=1 |f:0.1,3.4|. Reported procedure: 5-Methoxy-2-(3-phenylchroman-7-yloxy)phenylamine hydrochloride was prepared as described for 5-methoxy-2-(2-phenylchroman-6-yloxy)phenylamine hydrochloride in Example 3(b) using 310 mg of 7-(4-methoxy-2-nitrophenoxy)-3-phenylchroman. 1H NMR (400 MHz, d6-DMSO) δ: 7.32-7.35 (m, 4H), 7.23-7.29 (m, 1H), 7.05 (d, 1H, J 8.4 Hz), 6.76 (d, 1H, J 8.8. Hz), 6.46 (d, 1H, J 2.8 Hz), 6.43 (dd, 1H, J 8.4, 2.5 Hz), 6.28 (d, 1H, J 2.5 Hz), 6.24 (dd, 1H, J 8.8, 2.8 Hz), 4.24 (dd, 1H, J 10.4, 3.4 Hz), 4.05 (t, 1H...